Task: describe an organic reaction: reactants, conditions, products, and yield. Dataset: the Open Reaction Database (ORD), a public repository of structured organic reaction records Starting materials: ClC1=NC=CC(=N1)N1C([C@]([C@@H](C1)CC)(C#N)C1CC1)=O ((3R,4S)-1-(2-chloropyrimidin-4-yl)-3-cyclopropyl-4-ethyl-2-oxopyrrolidine-3-carbonitrile), ClC1=NC=CC(=N1)N1C(C(C(C1)CC)(C#N)C1CC1)=O ((3SR,4SR)-1-(2-Chloropyrimidin-4-yl)-3-cyclopropyl-4-ethyl-2-oxopyrrolidine-3-carbonitrile). Run in CCCCCC.CC(C)O (hexane 2-propanol). Yields the product ClC1=NC=CC(=N1)N1C([C@@]([C@@H](C1)CC)(C#N)C1CC1)=O ((3S,4S)-1-(2-chloropyrimidin-4-yl)-3-cyclopropyl-4-ethyl-2-oxopyrrolidine-3-carbonitrile). Isolated yield 109.8%. As a reaction SMILES: [Cl:1][C:2]1[N:7]=[C:6]([N:8]2[CH2:12][C@@H:11]([CH2:13][CH3:14])[C@:10]([CH:17]3[CH2:19][CH2:18]3)([C:15]#[N:16])[C:9]2=[O:20])[CH:5]=[CH:4][N:3]=1.ClC1N=C(N2CC(CC)C(C3CC3)(C#N)C2=O)C=CN=1>CCCCCC.CC(O)C>[Cl:1][C:2]1[N:7]=[C:6]([N:8]2[CH2:12][C@@H:11]([CH2:13][CH3:14])[C@@:10]([CH:17]3[CH2:19][CH2:18]3)([C:15]#[N:16])[C:9]2=[O:20])[CH:5]=[CH:4][N:3]=1 |f:2.3|. Reported procedure: To a mixture of 3-cyclopropyl-4-ethyl-2-oxopyrrolidine-3-carbonitrile (3.7 g) obtained in Step B of Example 376, 2,4-dichloropyrimidine (3.1 g), cesium carbonate (13 g) and 4,5-bis(diphenylphosphino)-9,9-dimethylxanthene (0.71 g) in tetrahydrofuran (55 mL) was added tris(dibenzylideneacetone)dipalladium(0) (0.38 g), and the mixture was stirred overnight at 85° C. The insoluble substance was removed by filtration through Celite, and the solvent was evaporated under reduced pressure. The residue w...